This data is from the Open Reaction Database (ORD), a public repository of structured organic reaction records. The task is: describe an organic reaction: reactants, conditions, products, and yield Starting materials: N12CCCCCC2=NCCC1 (1,8-diazabicyclo (5.4.0) undec-7-ene), COC1=NC(=NC(=C1)OC)O[C@H]1[C@@H](CCCC1)C(=O)O (trans-2-(4,6-Dimethoxypyrimidin-2-yl)oxycyclohexanecarboxylic acid), Cl (hydrochloric acid), 1,1-carbonyldiimidazole, C1(=CC=CC=C1)S(=O)(=O)N (Benzenesulphonamide). Solvent: O1CCCC1 (tetrahydrofuran), O1CCCC1 (tetrahydrofuran), O1CCCC1 (tetrahydrofuran). Reaction conditions: time 30 minute. The product is COC1=NC(=NC(=C1)OC)O[C@H]1[C@@H](CCCC1)C(=O)NS(=O)(=O)C1=CC=CC=C1 (trans-2-(4,6-Dimethoxypyrimidin-2-yl)oxy-N-benzenesulphonylcyclohexanecarboxamide). The yield is 6.7%. As a reaction SMILES: [CH3:1][O:2][C:3]1[CH:8]=[C:7]([O:9][CH3:10])[N:6]=[C:5]([O:11][C@@H:12]2[CH2:17][CH2:16][CH2:15][CH2:14][C@H:13]2[C:18]([OH:20])=O)[N:4]=1.[C:21]1([S:27]([NH2:30])(=[O:29])=[O:28])[CH:26]=[CH:25][CH:24]=[CH:23][CH:22]=1.N12CCCN=C1CCCCC2.Cl>O1CCCC1>[CH3:10][O:9][C:7]1[CH:8]=[C:3]([O:2][CH3:1])[N:4]=[C:5]([O:11][C@@H:12]2[CH2:17][CH2:16][CH2:15][CH2:14][C@H:13]2[C:18]([NH:30][S:27]([C:21]2[CH:26]=[CH:25][CH:24]=[CH:23][CH:22]=2)(=[O:29])=[O:28])=[O:20])[N:6]=1. Procedure: trans-2-(4,6-Dimethoxypyrimidin-2-yl)oxycyclohexanecarboxylic acid (1.0 g), prepared as in Example 11, in dry tetrahydrofuran (10 ml) was added dropwise to a stirred solution of 1,1-carbonyldiimidazole (0.57 g) in dry tetrahydrofuran (10 ml) under nitrogen. The reaction mixture was stirred 30 minutes at ambient temperature, heated to reflux for 30 minutes and cooled to ambient temperature. Benzenesulphonamide (0.56 g) was added followed by dropwise addition of 1,8-diazabicyclo (5.4.0) undec-7-en... Reactants: [Br-], Cc1ccccc1, CCCC[N+](CCCC)(CCCC)CCCC, O=C1CCc2[nH]c(C3CC3)nc21, [Cl-], Clc1ccc(CBr)cc1, [NH4+], [Na+], [OH-]. Product: O=C1CCc2nc(C3CC3)n(Cc3ccc(Cl)cc3)c21. As a reaction SMILES: [Br-:31].[CH3:22][c:23]1[cH:24][cH:25][cH:26][cH:27][cH:28]1.[CH3:32][CH2:33][CH2:34][CH2:35][N+:36]([CH2:37][CH2:38][CH2:39][CH3:40])([CH2:41][CH2:42][CH2:43][CH3:44])[CH2:45][CH2:46][CH2:47][CH3:48].[CH:1]1([c:4]2[n:5][c:6]3[c:7]([nH:8]2)[CH2:9][CH2:10][C:11]3=[O:12])[CH2:2][CH2:3]1.[Cl-:29].[Cl:13][c:14]1[cH:15][cH:16][c:17]([CH2:18][Br:19])[cH:20][cH:21]1.[NH4+:30].[Na+:50].[OH-:49]>>[CH:1]1([c:4]2[n:5]([CH2:18][c:17]3[cH:16][cH:15][c:14]([Cl:13])[cH:21][cH:20]3)[c:6]3[c:7]([n:8]2)[CH2:9][CH2:10][C:11]3=[O:12])[CH2:2][CH2:3]1. Starting materials: C1CCOC1, [Li]CCCC, C[Si](C)(C)Cl, Cc1ccccc1, COc1ccc(-c2cccc(F)c2)c(F)c1. The product is COc1ccc(-c2cccc(F)c2)c(F)c1[Si](C)(C)C. Reaction SMILES: [CH2:17]1[O:18][CH2:19][CH2:20][CH2:21]1.[CH2:22]([Li:23])[CH2:24][CH2:25][CH3:26].[CH3:27][Si:28]([Cl:29])([CH3:30])[CH3:31].[CH3:32][c:33]1[cH:34][cH:35][cH:36][cH:37][cH:38]1.[F:1][c:2]1[c:3](-[c:10]2[cH:11][c:12]([F:16])[cH:13][cH:14][cH:15]2)[cH:4][cH:5][c:6]([O:8][CH3:9])[cH:7]1>>[F:1][c:2]1[c:3](-[c:10]2[cH:11][c:12]([F:16])[cH:13][cH:14][cH:15]2)[cH:4][cH:5][c:6]([O:8][CH3:9])[c:7]1[Si:28]([CH3:27])([CH3:30])[CH3:31]. Reactants: C(C)C(CC)C1=NC=C2N1C1=CC=C(C=C1NC2=O)C(=O)O (1-(1-Ethylpropyl)-4-oxo-4,5-dihydroimidazo[1,5-a]quinoxaline-7-carboxylic acid), O (Water), C(=O)(N1C=NC=C1)N1C=NC=C1 (1,1′-carbonyldiimidazole), N (ammonia). Solvent: CN(C=O)C (N,N-dimethylformamide). Product: C(C)C(CC)C1=NC=C2N1C1=CC=C(C=C1NC2=O)C(=O)N (1-(1-Ethylpropyl)-4-oxo-4,5-dihydroimidazo[1,5-a]quinoxaline-7-carboxamide). As a reaction SMILES: [CH2:1]([CH:3]([C:6]1[N:10]2[C:11]3[C:16]([NH:17][C:18](=[O:19])[C:9]2=[CH:8][N:7]=1)=[CH:15][C:14]([C:20]([OH:22])=O)=[CH:13][CH:12]=3)[CH2:4][CH3:5])[CH3:2].C(N1C=CN=C1)([N:25]1C=CN=C1)=O.N.O>CN(C)C=O>[CH2:4]([CH:3]([C:6]1[N:10]2[C:11]3[C:16]([NH:17][C:18](=[O:19])[C:9]2=[CH:8][N:7]=1)=[CH:15][C:14]([C:20]([NH2:25])=[O:22])=[CH:13][CH:12]=3)[CH2:1][CH3:2])[CH3:5]. Procedure details: 1-(1-Ethylpropyl)-4-oxo-4,5-dihydroimidazo[1,5-a]quinoxaline-7-carboxylic acid as synthesized in above Example 13, 300 mg was dissolved in 10 mL of N,N-dimethylformamide, and to the solution 1,1′-carbonyldiimidazole 275 mg was added little by little in nitrogen atmosphere. After another hour's stirring, ammonia gas was injected into the reaction liquid for 30 minutes, followed by an hour's stirring. Water 30 mL was added and the formed precipitate was recovered by filtration. The crystals were w... The reactants are ClC1=NC=C(C(=O)O)C=C1 (6-chloronicotinic acid), COC1=CC=C(C=C1)C1=CC2=C(S1)C=CC=C2 (2-(4-methoxyphenyl)benzo[b]thiophene). Solvent: C(Cl)Cl (CH2Cl2). Product: ClC1=CC=C(C=N1)C(=O)C=1C2=C(SC1C1=CC=C(C=C1)OC)C=CC=C2 (2-(4-Methoxyphenyl)benzo[b]thiophen-3-yl 6-Chloro-pyrid-3-yl Ketone). Yield: 31.0%. As a reaction SMILES: [Cl:1][C:2]1[CH:10]=[CH:9][C:5]([C:6]([OH:8])=O)=[CH:4][N:3]=1.[CH3:11][O:12][C:13]1[CH:18]=[CH:17][C:16]([C:19]2[S:23][C:22]3[CH:24]=[CH:25][CH:26]=[CH:27][C:21]=3[CH:20]=2)=[CH:15][CH:14]=1>C(Cl)Cl>[Cl:1][C:2]1[N:3]=[CH:4][C:5]([C:6]([C:20]2[C:21]3[CH:27]=[CH:26][CH:25]=[CH:24][C:22]=3[S:23][C:19]=2[C:16]2[CH:15]=[CH:14][C:13]([O:12][CH3:11])=[CH:18][CH:17]=2)=[O:8])=[CH:9][CH:10]=1. Procedure: By essentially following the procedure detailed in Example 1, Part C, the title compound was prepared from 6-chloronicotinic acid and 2-(4-methoxyphenyl)benzo[b]thiophene (Example 3, Part A) in 31% yield as a yellow solid following flash chromatography (SiO2; CH2Cl2).